From a dataset of the Open Reaction Database (ORD), a public repository of structured organic reaction records. describe an organic reaction: reactants, conditions, products, and yield The reactants are CCOC(C)=O, CCO, CC(C)(O)CNS(=O)(=O)c1ccc(C=CC(=O)c2ccc(Cl)cc2Nc2ccccc2)cc1. The product is CC(C)(O)CNS(=O)(=O)c1ccc(CCC(=O)c2ccc(Cl)cc2Nc2ccccc2)cc1. As a reaction SMILES: [CH3:34][CH2:35][O:36][C:37]([CH3:38])=[O:39].[CH3:40][CH2:41][OH:42].[Cl:1][c:2]1[cH:3][c:4]([NH:27][c:28]2[cH:29][cH:30][cH:31][cH:32][cH:33]2)[c:5]([C:8]([CH:9]=[CH:10][c:11]2[cH:12][cH:13][c:14]([S:17](=[O:18])(=[O:19])[NH:20][CH2:21][C:22]([CH3:23])([CH3:24])[OH:25])[cH:15][cH:16]2)=[O:26])[cH:6][cH:7]1>>[Cl:1][c:2]1[cH:3][c:4]([NH:27][c:28]2[cH:29][cH:30][cH:31][cH:32][cH:33]2)[c:5]([C:8]([CH2:9][CH2:10][c:11]2[cH:12][cH:13][c:14]([S:17](=[O:18])(=[O:19])[NH:20][CH2:21][C:22]([CH3:23])([CH3:24])[OH:25])[cH:15][cH:16]2)=[O:26])[cH:6][cH:7]1.